From a dataset of the Open Reaction Database (ORD), a public repository of structured organic reaction records. describe an organic reaction: reactants, conditions, products, and yield The reactants are BrC=1C(=NC=C(C1)C1=CC=C(C=C1)Cl)N (3-bromo-5-(4-chloro-phenyl)-pyridin-2-ylamine), C(C)OC(CBr)OCC (bromoacetaldehyde diethyl acetal). Product: BrC=1C=2N(C=C(C1)C1=CC=C(C=C1)Cl)C=CN2 (8-bromo-6-(4-chloro-phenyl)-imidazo[1,2-a]pyridine), solid. Yield: 77.0%. RXN SMILES: [Br:1][C:2]1[C:3]([NH2:15])=[N:4][CH:5]=[C:6]([C:8]2[CH:13]=[CH:12][C:11]([Cl:14])=[CH:10][CH:9]=2)[CH:7]=1.[CH2:16](OC(OCC)CBr)[CH3:17]>>[Br:1][C:2]1[C:3]2[N:4]([CH:16]=[CH:17][N:15]=2)[CH:5]=[C:6]([C:8]2[CH:9]=[CH:10][C:11]([Cl:14])=[CH:12][CH:13]=2)[CH:7]=1. Procedure: Prepared from crude 3-bromo-5-(4-chloro-phenyl)-pyridin-2-ylamine (example C.27 step 2) (ca. 50 mmol) and bromoacetaldehyde diethyl acetal (90%, 17.2 mL, 100 mmol) as described in example C.20 step 1. Obtained the pure 8-bromo-6-(4-chloro-phenyl)-imidazo[1,2-a]pyridine after chromatography as a light brown solid (11.91 g, 77%). MS (ISP) 307.1 [(M+H)+], 309.1 [(M+2+H)+], 311.1 [(M+4+H)+]. The reactants are O=S1(CCN(CC1)CCNS(=O)(=O)C1=C(C=CC=C1)[N+](=O)[O-])=O (N-(2-(1,1-dioxido-4-thiomorpholinyl)ethyl)-2-nitrobenzenesulfonamide), C(=O)(C(F)(F)F)O (TFA), OCCN1CCS(CC1)(=O)=O (4-(2-hydroxyethyl)thiomorpholine 1,1-dioxide), C1(=CC=CC=C1)P(C1=CC=CC=C1)C1=CC=CC=C1 (triphenylphosphine), N(=NC(=O)OCC)C(=O)OCC (diethyl azodicarboxylate). Run in C1CCOC1 (THF). Run at time 72 hour. Product: O=S1(CCN(CC1)CCN(S(=O)(=O)C1=C(C=CC=C1)[N+](=O)[O-])CCN1CCS(CC1)(=O)=O)=O (N,N-bis(2-(1,1-dioxido-4-thiomorpholinyl)ethyl)-2-nitrobenzenesulfonamide). Yield: 119.2%. RXN SMILES: [O:1]=[S:2]1(=[O:23])[CH2:7][CH2:6][N:5]([CH2:8][CH2:9][NH:10][S:11]([C:14]2[CH:19]=[CH:18][CH:17]=[CH:16][C:15]=2[N+:20]([O-:22])=[O:21])(=[O:13])=[O:12])[CH2:4][CH2:3]1.O[CH2:25][CH2:26][N:27]1[CH2:32][CH2:31][S:30](=[O:34])(=[O:33])[CH2:29][CH2:28]1.C1(P(C2C=CC=CC=2)C2C=CC=CC=2)C=CC=CC=1.N(C(OCC)=O)=NC(OCC)=O.C(O)(C(F)(F)F)=O>C1COCC1>[O:23]=[S:2]1(=[O:1])[CH2:7][CH2:6][N:5]([CH2:8][CH2:9][N:10]([CH2:25][CH2:26][N:27]2[CH2:32][CH2:31][S:30](=[O:34])(=[O:33])[CH2:29][CH2:28]2)[S:11]([C:14]2[CH:19]=[CH:18][CH:17]=[CH:16][C:15]=2[N+:20]([O-:22])=[O:21])(=[O:12])=[O:13])[CH2:4][CH2:3]1. Procedure details: N-(2-(1,1-dioxido-4-thiomorpholinyl)ethyl)-2-nitrobenzenesulfonamide (0.500 g, 1.38 mmol) was combined with 4-(2-hydroxyethyl)thiomorpholine 1,1-dioxide (0.296 g, 1.65 mmol) in THF (10 mL). To this mixture was added triphenylphosphine (0.541 g, 2.06 mmol) and diethyl azodicarboxylate (0.359 g, 2.06 mmol). The resulting mixture was stirred at rt for 72 h. The mixture was concentrated in vacuo, then redissolved in acetonitrile. Purification by reverse phase preparative HPLC gave the title compound... The reactants are C1(=CC=CC=C1)C1CCNCC1 (4-Phenylpiperidine), CC(C)([O-])C.[Na+] (sodium tert-butoxide), C=1C=CC(=CC1)P(C=2C=CC=CC2)C3=CC=C4C=CC=CC4=C3C5=C6C=CC=CC6=CC=C5P(C=7C=CC=CC7)C=8C=CC=CC8 (BINAP), BrC1=CC(N(C=C1)CCCC)=O (4-Bromo-1-butyl-1H-pyridin-2-one). Reagents/catalysts: C(C)(=O)[O-].[Pd+2].C(C)(=O)[O-] (palladium(II) acetate). Run in C1(=CC=CC=C1)C (toluene), O (water). Reaction conditions: temperature 100 celsius. Product: C(CCC)N1C(C=C(C=C1)N1CCC(CC1)C1=CC=CC=C1)=O (1′-Butyl-4-phenyl-3,4,5,6-tetrahydro-2H,1′H-[1,4′]bipyridinyl-2′-one). As a reaction SMILES: [C:1]1([CH:7]2[CH2:12][CH2:11][NH:10][CH2:9][CH2:8]2)[CH:6]=[CH:5][CH:4]=[CH:3][CH:2]=1.CC(C)([O-])C.[Na+].C1C=CC(P(C2C(C3C(P(C4C=CC=CC=4)C4C=CC=CC=4)=CC=C4C=3C=CC=C4)=C3C(C=CC=C3)=CC=2)C2C=CC=CC=2)=CC=1.Br[C:66]1[CH:71]=[CH:70][N:69]([CH2:72][CH2:73][CH2:74][CH3:75])[C:68](=[O:76])[CH:67]=1>C1(C)C=CC=CC=1.O.C([O-])(=O)C.[Pd+2].C([O-])(=O)C>[CH2:72]([N:69]1[CH:70]=[CH:71][C:66]([N:10]2[CH2:9][CH2:8][CH:7]([C:1]3[CH:6]=[CH:5][CH:4]=[CH:3][CH:2]=3)[CH2:12][CH2:11]2)=[CH:67][C:68]1=[O:76])[CH2:73][CH2:74][CH3:75] |f:1.2,7.8.9|. Procedure: 4-Phenylpiperidine (0.45 g, 2.78 mmol), palladium(II) acetate (0.016 g, 0.069 mmol), sodium tert-butoxide (0.34 g, 3.5 mmol) and BINAP (0.065 g, 0.104 mmol) were added to a solution of intermediate D6 (0.32 g, 1.39 mmol) in toluene (5 ml). The reaction mixture was heated at 100° C. for 16 hours in a sealed tube, after which it was cooled to room temperature and then diluted with water (5 ml) and extracted with EtOAc (3×5 ml). The combined organic fractions were dried (Na2SO4) and the solvent eva...